The task is: describe an organic reaction: reactants, conditions, products, and yield. This data is from the Open Reaction Database (ORD), a public repository of structured organic reaction records. Reactants: C(CCC)C1=NOC(=C1COC1=NC=C(C(=O)O)C=C1)CO (6-[3-butyl-5-hydroxymethyl-isoxazol-4-ylmethoxy]-nicotinic acid), C1(CCC1)N (cyclobutylamine), F[B-](F)(F)F.N1(N=NC2=C1C=CC=C2)OC(=[N+](C)C)N(C)C (O-(benzotriazol-1-yl)-N,N,N′,N′-tetramethyluronium tetrafluoroborate), C(C)N(C(C)C)C(C)C (N-ethyldiisopropylamine). The solvent is CN(C)C=O (DMF), CN(C)C=O (DMF). Run at time 17 hour. Yields the product C(CCC)C1=NOC(=C1COC1=NC=C(C(=O)NC2CCC2)C=C1)CO (6-(3-Butyl-5-hydroxymethyl-isoxazol-4-ylmethoxy)-N-cyclobutyl-nicotinamide). The yield is 62.6%. As a reaction SMILES: [CH2:1]([C:5]1[C:9]([CH2:10][O:11][C:12]2[CH:20]=[CH:19][C:15]([C:16]([OH:18])=O)=[CH:14][N:13]=2)=[C:8]([CH2:21][OH:22])[O:7][N:6]=1)[CH2:2][CH2:3][CH3:4].[CH:23]1([NH2:27])[CH2:26][CH2:25][CH2:24]1.F[B-](F)(F)F.N1(OC(N(C)C)=[N+](C)C)C2C=CC=CC=2N=N1.C(N(C(C)C)C(C)C)C>CN(C=O)C>[CH2:1]([C:5]1[C:9]([CH2:10][O:11][C:12]2[CH:20]=[CH:19][C:15]([C:16]([NH:27][CH:23]3[CH2:26][CH2:25][CH2:24]3)=[O:18])=[CH:14][N:13]=2)=[C:8]([CH2:21][OH:22])[O:7][N:6]=1)[CH2:2][CH2:3][CH3:4] |f:2.3|. Procedure details: To a solution of 6-[3-butyl-5-hydroxymethyl-isoxazol-4-ylmethoxy]-nicotinic acid (49 mg, 0.16 mmol) in DMF (2 mL) was added cyclobutylamine (25 mg, 0.35 mmol), O-(benzotriazol-1-yl)-N,N,N′,N′-tetramethyluronium tetrafluoroborate (82 mg, 0.26 mmol) and N-ethyldiisopropylamine (136 μL, 0.80 mmol) with DMF (1 mL). The reaction mixture was stirred for 17 h at room temperature. The reaction was partitioned between water and ethyl acetate. The aqueous phase was extracted two times with ethyl acetate a... Reactants: CCO, [Cl-], [Cl-], [Fe], O=[N+]([O-])c1ccc2c(Br)cncc2c1, [NH4+], [Na+], C1CCOC1, O. Product: Nc1ccc2c(Br)cncc2c1. Reaction SMILES: [CH3:19][CH2:20][OH:21].[Cl-:15].[Cl-:18].[Fe:28].[N+:1]([O-:2])(=[O:3])[c:4]1[cH:5][cH:6][c:7]2[c:8]([Br:14])[cH:9][n:10][cH:11][c:12]2[cH:13]1.[NH4+:16].[Na+:17].[O:22]1[CH2:23][CH2:24][CH2:25][CH2:26]1.[OH2:27]>>[NH2:1][c:4]1[cH:5][cH:6][c:7]2[c:8]([Br:14])[cH:9][n:10][cH:11][c:12]2[cH:13]1. Reactants: CO (methanol), Cl (hydrochloric acid), ClC1=C(C=C(C=C1)N1C(C(=C(C1)CC)C1=CC(=CC=C1)F)=O)C(F)(F)F (1-(4-chloro-3-trifluoromethylphenyl)-4-ethyl-3-(3-fluorophenyl) -3-pyrroline-2-one), B.[Na] (sodium boron hydride). Run in O1CCCC1 (tetrahydrofuran). Conditions: time 1 hour. The product is ClC1=C(C=C(C=C1)N1C(C(C(C1)CC)C1=CC(=CC=C1)F)=O)C(F)(F)F (1-(4-chloro-3-trifluoromethylphenyl)-4-ethyl-3-(3-fluorophenyl)pyrrolidine-2-one), crystals. Yield: 95.0%. Reaction SMILES: [Cl:1][C:2]1[CH:7]=[CH:6][C:5]([N:8]2[CH2:12][C:11]([CH2:13][CH3:14])=[C:10]([C:15]3[CH:20]=[CH:19][CH:18]=[C:17]([F:21])[CH:16]=3)[C:9]2=[O:22])=[CH:4][C:3]=1[C:23]([F:26])([F:25])[F:24].B.[Na].CO.Cl>O1CCCC1>[Cl:1][C:2]1[CH:7]=[CH:6][C:5]([N:8]2[CH2:12][CH:11]([CH2:13][CH3:14])[CH:10]([C:15]3[CH:20]=[CH:19][CH:18]=[C:17]([F:21])[CH:16]=3)[C:9]2=[O:22])=[CH:4][C:3]=1[C:23]([F:25])([F:26])[F:24] |f:1.2,^1:27|. Reported procedure: 14.0 g (36.4 mmol) of 1-(4-chloro-3-trifluoromethylphenyl)-4-ethyl-3-(3-fluorophenyl) -3-pyrroline-2-one synthesized in Example 5 and 1.10 g (29.1 mmol) of sodium boron hydride were dissolved in 120 ml of tetrahydrofuran, and 22 ml of methanol were slowly added to the solution over about 1.5 hours, while the solution was heated under reflux. Reaction was allowed to proceed at the same temperature for further 1 hour, and the reaction mixture was then poured into 1 N hydrochloric acid, followed by... Isolated yield 48.6%. Starting materials: C1(=CC=CC=C1)CCCCC=CC(=O)OC(C)(C)C (t-butyl 7-phenylhept-2-enoate), FC(C(=O)O)(F)F (trifluoroacetic acid). Procedure details: t-butyl 7-phenylhept-2-enoate (19 g; 70 mmol) is dissolved in dry CH2Cl2 (120 mL) and trifluoroacetic acid (25 mL) is added slowly. After 5 hours the reaction is concentrated in vacuo and purified by column chromatography using CH2Cl2 to obtain 7-phenylhept-2-enoic acid (7 g; 34 mmol). 1H NMR (300 MHz, CDCl3) δ 12-10 (br, 1H), 7.30-7.24 (m, 2H), 7.20-7.12 (m, 3H), 7.06 (dd, J=15.7, 7 Hz, 1H), 5.80 (d, J=15.7 Hz, 1H), 2.62 (t, J=7.5 HZ, 2H), 2.25 (q, J=7 HZ, 2H), 1.70-1.61 (m, 2H), 1.56-1.46 (m, ... Yields the product C1(=CC=CC=C1)CCCCC=CC(=O)O (7-phenylhept-2-enoic acid). Run in C(Cl)Cl (CH2Cl2). As a reaction SMILES: [C:1]1([CH2:7][CH2:8][CH2:9][CH2:10][CH:11]=[CH:12][C:13]([O:15]C(C)(C)C)=[O:14])[CH:6]=[CH:5][CH:4]=[CH:3][CH:2]=1.FC(F)(F)C(O)=O>C(Cl)Cl>[C:1]1([CH2:7][CH2:8][CH2:9][CH2:10][CH:11]=[CH:12][C:13]([OH:15])=[O:14])[CH:6]=[CH:5][CH:4]=[CH:3][CH:2]=1. Reactants: CC1(OCC(O1)CO)C (2,2-dimethyl-1,3-dioxolane-4-methanol), C(C)(=O)OC(C)=O (acetic anhydride). The reagents and catalysts are CN(C)C=1C=CN=CC1 (DMAP). Run in ClCCl (dichloromethane). Reaction conditions: time 0.5 hour. The product is C(C)(=O)OCC1OC(OC1)(C)C ((2,2-dimethyl-1,3-dioxolan-4-yl)methyl acetate). RXN SMILES: [CH3:1][C:2]1([CH3:9])[O:6][CH:5]([CH2:7][OH:8])[CH2:4][O:3]1.[C:10](OC(=O)C)(=[O:12])[CH3:11]>CN(C1C=CN=CC=1)C.ClCCl>[C:10]([O:8][CH2:7][CH:5]1[CH2:4][O:3][C:2]([CH3:9])([CH3:1])[O:6]1)(=[O:12])[CH3:11]. Reported procedure: To a solution of 28.1 g (212 mmol) of 2,2-dimethyl-1,3-dioxolane-4-methanol and 44 g (361 mmol) of DMAP in 1 L of dichloromethane was added 36 mL (382 mmol) of acetic anhydride dropwise. The resulting mixture was stirred at rt for 0.5 h. The reaction mixture was then quenched with NH4Cl (aq), the organic layer separated and washed with saturated NaHCO3. The organic layer was then dried (Na2SO4), filtered and concentrated in vacuo to give an oil which was used without further purification. 1H NMR...